Dataset: the Open Reaction Database (ORD), a public repository of structured organic reaction records. Task: describe an organic reaction: reactants, conditions, products, and yield The reactants are CC(C)(C)OC(=O)CBr, O=C(CCc1ccc(-c2ccccc2)cc1)N1C(=O)OCC1Cc1ccccc1, C1CCOC1, C[Si](C)(C)[N-][Si](C)(C)C, [Na+]. Reaction SMILES: [Br:40][CH2:41][C:42](=[O:43])[O:44][C:45]([CH3:46])([CH3:47])[CH3:48].[CH2:1]([c:2]1[cH:3][cH:4][cH:5][cH:6][cH:7]1)[CH:8]1[N:9]([C:14]([CH2:15][CH2:16][c:17]2[cH:18][cH:19][c:20](-[c:23]3[cH:24][cH:25][cH:26][cH:27][cH:28]3)[cH:21][cH:22]2)=[O:29])[C:10](=[O:13])[O:11][CH2:12]1.[CH2:49]1[O:50][CH2:51][CH2:52][CH2:53]1.[CH3:30][Si:31]([CH3:32])([CH3:33])[N-:34][Si:35]([CH3:36])([CH3:37])[CH3:38].[Na+:39]>>[CH2:1]([c:2]1[cH:3][cH:4][cH:5][cH:6][cH:7]1)[CH:8]1[N:9]([C:14]([CH:15]([CH2:16][c:17]2[cH:18][cH:19][c:20](-[c:23]3[cH:24][cH:25][cH:26][cH:27][cH:28]3)[cH:21][cH:22]2)[CH2:41][C:42](=[O:43])[O:44][C:45]([CH3:46])([CH3:47])[CH3:48])=[O:29])[C:10](=[O:13])[O:11][CH2:12]1. The product is CC(C)(C)OC(=O)CC(Cc1ccc(-c2ccccc2)cc1)C(=O)N1C(=O)OCC1Cc1ccccc1.